describe an organic reaction: reactants, conditions, products, and yield From a dataset of the Open Reaction Database (ORD), a public repository of structured organic reaction records. Reactants: C(C1=CC=CC=C1)N1C(CC(NC2=C1C=CC=C2)CN2C(C=1C(C2=O)=CC=CC1)=O)=O (1-benzyl-4-(phthalimidomethyl)-1,3,4,5-tetrahydro-1,5-benzodiazepin-2(2H)-one), O.NN (hydrazine monohydrate). The solvent is C(C)O (ethanol). Product: NCC1NC2=C(N(C(C1)=O)CC1=CC=CC=C1)C=CC=C2 (4-(Aminomethyl)-1-benzyl-1,3,4,5-tetrahydro-1,5-benzodiazepin-2(2H)-one). The yield is 151.1%. As a reaction SMILES: [CH2:1]([N:8]1[C:14]2[CH:15]=[CH:16][CH:17]=[CH:18][C:13]=2[NH:12][CH:11]([CH2:19][N:20]2C(=O)C3=CC=CC=C3C2=O)[CH2:10][C:9]1=[O:31])[C:2]1[CH:7]=[CH:6][CH:5]=[CH:4][CH:3]=1.O.NN>C(O)C>[NH2:20][CH2:19][CH:11]1[CH2:10][C:9](=[O:31])[N:8]([CH2:1][C:2]2[CH:3]=[CH:4][CH:5]=[CH:6][CH:7]=2)[C:14]2[CH:15]=[CH:16][CH:17]=[CH:18][C:13]=2[NH:12]1 |f:1.2|. Reported procedure: A suspension of 1-benzyl-4-(phthalimidomethyl)-1,3,4,5-tetrahydro-1,5-benzodiazepin-2(2H)-one (9.82 g, 20 mmol) and hydrazine monohydrate (16 g, 35 mmol) in ethanol (350 ml) was refluxed for 3 hours. The reaction mixture was cooled and subjected to filtration and washed with chloroform. The filtrate was concentrated under reduced pressure. The concentrate was suspended in chloroform, which was again subjected to filtration. The filtrate was concentrated under reduced pressure to afford 8.5 g (yi...